describe an organic reaction: reactants, conditions, products, and yield From a dataset of the Open Reaction Database (ORD), a public repository of structured organic reaction records. Reaction conditions: temperature 0 celsius, time 2.5 hour. Yields the product C(C)OC(C(C(C)=O)=NNC1=CC=CC=C1)=O (2(Phenylhydrazono)-3-oxo-butanoic acid ethyl ester). Isolated yield 80255.7%. Reaction SMILES: [NH2:1][C:2]1[CH:7]=[CH:6][CH:5]=[CH:4][CH:3]=1.[N:8]([O-])=O.[Na+].[C:12]([O:18][CH2:19][CH3:20])(=[O:17])[CH2:13][C:14]([CH3:16])=[O:15].C([O-])(=O)C.[Na+]>O.Cl.C(O)C>[CH2:19]([O:18][C:12](=[O:17])[C:13](=[N:8][NH:1][C:2]1[CH:7]=[CH:6][CH:5]=[CH:4][CH:3]=1)[C:14](=[O:15])[CH3:16])[CH3:20] |f:1.2,4.5|. The solvent is C(C)O (ethanol), ice water, O (water), O (water), Cl (hydrochloric acid). Procedure details: A solution of aniline (37.2 g, 0.4 mmol) in water (32 ml) and concentrated hydrochloric acid (100 ml) was poured into ice (400 g). The 0° C. solution was treated with a solution of sodium nitrite (27.6 g, 0.4 mmol) in water (50 ml). The diazonium salt solution was poured rapidly into a stirred solution of ethyl acetoacetate (52 g, 0.4 mmol) in ethanol (300 ml) and ice water (1.0 L) containing sodium acetate (100 g, 1.2 mmol). Th mixture was stirred at 0° C. for 2.5 hours, filtered, and the filte... Starting materials: diazonium salt, C(CC(=O)C)(=O)OCC (ethyl acetoacetate), N(=O)[O-].[Na+] (sodium nitrite), NC1=CC=CC=C1 (aniline), ice, C(C)(=O)[O-].[Na+] (sodium acetate). The reactants are C=O, OC(CCl)CNC(c1ccccc1)c1ccccc1, c1ccccc1. Yields the product ClCC1CN(C(c2ccccc2)c2ccccc2)CO1. RXN SMILES: [CH2:20]=[O:21].[c:1]1([CH:7]([c:8]2[cH:9][cH:10][cH:11][cH:12][cH:13]2)[NH:14][CH2:15][CH:16]([CH2:17][Cl:18])[OH:19])[cH:2][cH:3][cH:4][cH:5][cH:6]1.[cH:22]1[cH:23][cH:24][cH:25][cH:26][cH:27]1>>[c:1]1([CH:7]([c:8]2[cH:9][cH:10][cH:11][cH:12][cH:13]2)[N:14]2[CH2:15][CH:16]([CH2:17][Cl:18])[O:19][CH2:20]2)[cH:2][cH:3][cH:4][cH:5][cH:6]1. Starting materials: resultant mixture, BrBr (bromine), O (water), NC=1C=CC(=C(C1)N1N=C2CCCCC2=C1Cl)F (2-(5-Amino-2-fluorophenyl)-3-chloro-4,5,6,7-tetrahydro-2H-indazole), [S-]C#N.[NH4+] (ammonium thiocyanate). The solvent is C(C)(=O)O (acetic acid), C(C)(=O)O (acetic acid). Run at temperature 100 celsius, time 8 hour. The product is NC=1SC2=C(N1)C=C(C(=C2)F)N2N=C1CCCCC1=C2Cl (2-(2-amino-6-fluorobenzothiazol-5-yl)-3-chloro-4,5,6,7-tetrahydro-2H-indazole). Yield: 31.4%. Reaction SMILES: [NH2:1][C:2]1[CH:3]=[CH:4][C:5]([F:18])=[C:6]([N:8]2[C:16]([Cl:17])=[C:15]3[C:10]([CH2:11][CH2:12][CH2:13][CH2:14]3)=[N:9]2)[CH:7]=1.[S-:19][C:20]#[N:21].[NH4+].BrBr.O>C(O)(=O)C>[NH2:21][C:20]1[S:19][C:3]2[CH:4]=[C:5]([F:18])[C:6]([N:8]3[C:16]([Cl:17])=[C:15]4[C:10]([CH2:11][CH2:12][CH2:13][CH2:14]4)=[N:9]3)=[CH:7][C:2]=2[N:1]=1 |f:1.2|. Reported procedure: 2-(5-Amino-2-fluorophenyl)-3-chloro-4,5,6,7-tetrahydro-2H-indazole (22.97 g) was dissolved in 95% aqueous acetic acid (79.53 g), and ammonium thiocyanate (15.92 g) was added thereto at room temperature (ca. 20° C.). To the resultant mixture, a solution of bromine (15.89 g) in acetic acid (23.77 g) was dropwise added in 105 minutes. After being allowed to stand overnight, the mixture was heated to 100° C., and hot water (173 ml) was added thereto, followed by filtration. The filtrate was cooled a... Starting materials: O=C([O-])[O-], CC(C)(C)OC(=O)NCc1cccc2c1C1(CCN(Cc3ccccc3)CC1)CN2, Cc1ccccc1, CC(C)C1CCc2ncnc(Cl)c21, [Cs+], [Cs+]. Product: CC(C)C1CCc2ncnc(N3CC4(CCN(Cc5ccccc5)CC4)c4c(CNC(=O)OC(C)(C)C)cccc43)c21. As a reaction SMILES: [C:44](=[O:45])([O-:46])[O-:47].[CH2:1]([c:2]1[cH:3][cH:4][cH:5][cH:6][cH:7]1)[N:8]1[CH2:9][CH2:10][C:11]2([CH2:12][NH:13][c:14]3[cH:15][cH:16][cH:17][c:18]([CH2:20][NH:21][C:22]([O:23][C:24]([CH3:25])([CH3:26])[CH3:27])=[O:28])[c:19]32)[CH2:29][CH2:30]1.[CH3:50][c:51]1[cH:52][cH:53][cH:54][cH:55][cH:56]1.[Cl:31][c:32]1[c:33]2[c:34]([n:35][cH:36][n:37]1)[CH2:38][CH2:39][CH:40]2[CH:41]([CH3:42])[CH3:43].[Cs+:48].[Cs+:49]>>[CH2:1]([c:2]1[cH:3][cH:4][cH:5][cH:6][cH:7]1)[N:8]1[CH2:9][CH2:10][C:11]2([CH2:12][N:13]([c:32]3[c:33]4[c:34]([n:35][cH:36][n:37]3)[CH2:38][CH2:39][CH:40]4[CH:41]([CH3:42])[CH3:43])[c:14]3[cH:15][cH:16][cH:17][c:18]([CH2:20][NH:21][C:22]([O:23][C:24]([CH3:25])([CH3:26])[CH3:27])=[O:28])[c:19]32)[CH2:29][CH2:30]1.